From a dataset of the Open Reaction Database (ORD), a public repository of structured organic reaction records. describe an organic reaction: reactants, conditions, products, and yield Solvent: CN(C)C=O (DMF). Procedure: 4-Trifluoromethoxyaniline (2.20 g, 12.4 mmol) was added dropwise to a solution of 4-cyanophenacyl bromide (1.50 g, 6.7 mmol) in DMF (5 mL). This solution was then added to hot (180° C.) formamide (20 mL) over 5 min, and the combined solution was allowed to stir at 180° C. for 2 h. The cooled solution was then poured onto ice (100 mL), and extracted with ether (2×75 mL). After drying and concentrating, the resulting semi-solid was crystallized from MeOH/H2O. A second recrystallization from MeOH/H... Reaction SMILES: [F:1][C:2]([F:12])([F:11])[O:3][C:4]1[CH:10]=[CH:9][C:7]([NH2:8])=[CH:6][CH:5]=1.[C:13]([C:15]1[CH:24]=[CH:23][C:18]([C:19](=O)[CH2:20]Br)=[CH:17][CH:16]=1)#[N:14].[CH:25]([NH2:27])=O>CN(C=O)C>[F:1][C:2]([F:11])([F:12])[O:3][C:4]1[CH:10]=[CH:9][C:7]([N:8]2[CH:20]=[C:19]([C:18]3[CH:23]=[CH:24][C:15]([C:13]#[N:14])=[CH:16][CH:17]=3)[N:27]=[CH:25]2)=[CH:6][CH:5]=1. The product is FC(OC1=CC=C(C=C1)N1C=NC(=C1)C1=CC=C(C#N)C=C1)(F)F (4-[1-(4-trifluoromethoxyphenyl)-1H-imidazol-4-yl]-benzonitrile). Run at temperature 180 celsius, time 2 hour. The reactants are FC(OC1=CC=C(N)C=C1)(F)F (4-Trifluoromethoxyaniline), C(#N)C1=CC=C(C(CBr)=O)C=C1 (4-cyanophenacyl bromide), C(=O)N (formamide). Reactants: FC=1C=C(OC2=CC=C(C=C2)O)C=C(C1)F (p-(3,5-difluorophenoxy)phenol), tert-butylhypochlorous acid. Solvent: C(Cl)(Cl)(Cl)Cl (carbon tetrachloride). Conditions: time 5 hour. The product is ClC1=C(C=CC(=C1)OC1=CC(=CC(=C1)F)F)O (2-chloro-4-(3,5-difluorophenoxy)phenol). As a reaction SMILES: [F:1][C:2]1[CH:3]=[C:4]([CH:13]=[C:14]([F:16])[CH:15]=1)[O:5][C:6]1[CH:11]=[CH:10][C:9]([OH:12])=[CH:8][CH:7]=1.C([ClH:21]O)(C)(C)C>C(Cl)(Cl)(Cl)Cl>[Cl:21][C:8]1[CH:7]=[C:6]([O:5][C:4]2[CH:3]=[C:2]([F:1])[CH:15]=[C:14]([F:16])[CH:13]=2)[CH:11]=[CH:10][C:9]=1[OH:12]. Procedure: To a solution of 5.0 g p-(3,5-difluorophenoxy)phenol in 50 mg of carbon tetrachloride, there were added dropwise 2.45 of tert-butylhypochlorous acid with stirring and ice-cooling, and stirring was continued at room temperature for 5 hours. The reaction mixture was concentrated and extracted with 200 ml of ethyl acetate. The extract was washed with 5% aqueous solution of sodium bicarbonate, dried over anhydrous magnesium sulfate and concentrated under reduced pressure. The residue was subjected t... Starting materials: BrC=C1c2ccccc2CCc2ccccc21, Cc1c(NS(C)(=O)=O)cccc1B1OC(C)(C)C(C)(C)O1. The product is Cc1c(C=C2c3ccccc3CCc3ccccc32)cccc1NS(C)(=O)=O. Reaction SMILES: [Br:22][CH:23]=[C:24]1[c:25]2[c:26]([cH:35][cH:36][cH:37][cH:38]2)[CH2:27][CH2:28][c:29]2[c:30]1[cH:31][cH:32][cH:33][cH:34]2.[CH3:1][c:2]1[c:3]([NH:17][S:18](=[O:19])(=[O:20])[CH3:21])[cH:4][cH:5][cH:6][c:7]1[B:8]1[O:9][C:10]([CH3:11])([CH3:12])[C:13]([CH3:14])([CH3:15])[O:16]1>>[CH3:1][c:2]1[c:3]([NH:17][S:18](=[O:19])(=[O:20])[CH3:21])[cH:4][cH:5][cH:6][c:7]1[CH:23]=[C:24]1[c:25]2[c:26]([cH:35][cH:36][cH:37][cH:38]2)[CH2:27][CH2:28][c:29]2[c:30]1[cH:31][cH:32][cH:33][cH:34]2. Starting materials: CC(=O)O[BH-](OC(C)=O)OC(C)=O, ClCCl, CC(=O)O, CN(C)C=O, COc1cc(Nc2c(C#N)cnc3cc(-c4ccc(C=O)o4)ccc23)c(Cl)cc1Cl, NC(=O)C1CCCN1, [Na+]. Product: COc1cc(Nc2c(C#N)cnc3cc(-c4ccc(CN5CCCC5C(N)=O)o4)ccc23)c(Cl)cc1Cl. Reaction SMILES: [C:39]([O:40][BH-:41]([O:42][C:43](=[O:44])[CH3:45])[O:46][C:47](=[O:48])[CH3:49])(=[O:50])[CH3:51].[CH2:57]([Cl:58])[Cl:59].[CH3:53][C:54](=[O:55])[OH:56].[CH3:60][N:61]([CH3:62])[CH:63]=[O:64].[Cl:9][c:10]1[c:11]([NH:12][c:13]2[c:14]([C:30]#[N:31])[cH:15][n:16][c:17]3[cH:18][c:19](-[c:23]4[o:24][c:25]([CH:28]=[O:29])[cH:26][cH:27]4)[cH:20][cH:21][c:22]23)[cH:32][c:33]([O:37][CH3:38])[c:34]([Cl:36])[cH:35]1.[NH:1]1[CH:2]([C:3](=[O:4])[NH2:5])[CH2:6][CH2:7][CH2:8]1.[Na+:52]>>[N:1]1([CH2:28][c:25]2[o:24][c:23](-[c:19]3[cH:18][c:17]4[n:16][cH:15][c:14]([C:30]#[N:31])[c:13]([NH:12][c:11]5[c:10]([Cl:9])[cH:35][c:34]([Cl:36])[c:33]([O:37][CH3:38])[cH:32]5)[c:22]4[cH:21][cH:20]3)[cH:27][cH:26]2)[CH:2]([C:3](=[O:4])[NH2:5])[CH2:6][CH2:7][CH2:8]1.